This data is from the Open Reaction Database (ORD), a public repository of structured organic reaction records. The task is: describe an organic reaction: reactants, conditions, products, and yield Reaction SMILES: [Cl:30][c:31]1[n:32][c:33]2[n:34]([c:35]([N:37]([CH2:38][O:39][CH2:40][CH2:41][Si:42]([CH3:43])([CH3:44])[CH3:45])[CH2:46][O:47][CH2:48][CH2:49][Si:50]([CH3:51])([CH3:52])[CH3:53])[cH:36]1)[n:54][cH:55][c:56]2[I:57].[K+:27].[K+:28].[K+:29].[O:58]1[CH2:59][CH2:60][O:61][CH2:62][CH2:63]1.[OH2:64].[P:22]([O-:23])([O-:24])([O-:25])=[O:26].[c:1]1(-[c:7]2[n:8][cH:9][c:10]([B:13]3[O:14][C:15]([CH3:16])([CH3:17])[C:18]([CH3:19])([CH3:20])[O:21]3)[cH:11][cH:12]2)[cH:2][cH:3][cH:4][cH:5][cH:6]1>>[c:1]1(-[c:7]2[n:8][cH:9][c:10](-[c:56]3[c:33]4[n:32][c:31]([Cl:30])[cH:36][c:35]([N:37]([CH2:38][O:39][CH2:40][CH2:41][Si:42]([CH3:43])([CH3:44])[CH3:45])[CH2:46][O:47][CH2:48][CH2:49][Si:50]([CH3:51])([CH3:52])[CH3:53])[n:34]4[n:54][cH:55]3)[cH:11][cH:12]2)[cH:2][cH:3][cH:4][cH:5][cH:6]1. Yields the product C[Si](C)(C)CCOCN(COCC[Si](C)(C)C)c1cc(Cl)nc2c(-c3ccc(-c4ccccc4)nc3)cnn12. Reactants: C[Si](C)(C)CCOCN(COCC[Si](C)(C)C)c1cc(Cl)nc2c(I)cnn12, [K+], [K+], [K+], C1COCCO1, O, O=P([O-])([O-])[O-], CC1(C)OB(c2ccc(-c3ccccc3)nc2)OC1(C)C. Reactants: OCC1=C(N=CN1)CSCCN (2-[(5-Hydroxymethyl-1H-imidazol-4-yl)methylthio]ethylamine), COC1=NS(N=C1OC)(=O)=O (3,4-dimethoxy-1,2,5-thiadiazole 1,1-dioxide), OCC1=C(N=CN1)CSCCNC1=NS(N=C1OC)(=O)=O (3-{2-[(5-hydroxymethyl-1H-imidazol-4-yl)methylthio]ethylamino}-4-methoxy-1,2,5-thiadiazole 1,1-dioxide), CN (methylamine). Product: OCC1=C(N=CN1)CSCCNC1=NS(N=C1NC)(=O)=O (3-{2-[(5-Hydroxymethyl-1H-imidazol-4-yl)methylthio]ethylamino}-4-methylamino-1,2,5-thiadiazole 1,1-dioxide). Reaction SMILES: [OH:1][CH2:2][C:3]1[NH:7][CH:6]=[N:5][C:4]=1[CH2:8][S:9][CH2:10][CH2:11][NH2:12].COC1C(OC)=NS(=O)(=O)N=1.OCC1NC=NC=1CSC[CH2:34][NH:35][C:36]1[C:40](OC)=[N:39][S:38](=[O:44])(=[O:43])[N:37]=1.CN>>[OH:1][CH2:2][C:3]1[NH:7][CH:6]=[N:5][C:4]=1[CH2:8][S:9][CH2:10][CH2:11][NH:12][C:40]1[C:36]([NH:35][CH3:34])=[N:37][S:38](=[O:44])(=[O:43])[N:39]=1. Procedure: 2-[(5-Hydroxymethyl-1H-imidazol-4-yl)methylthio]ethylamine [prepared according to the procedure described in Belgian Pat. No. 843,840] is reacted with 3,4-dimethoxy-1,2,5-thiadiazole 1,1-dioxide and the resultant 3-{2-[(5-hydroxymethyl-1H-imidazol-4-yl)methylthio]ethylamino}-4-methoxy-1,2,5-thiadiazole 1,1-dioxide is treated with excess methylamine according to the general procedure described in Example 2, and the title compound is thereby produced.